Dataset: the Open Reaction Database (ORD), a public repository of structured organic reaction records. Task: describe an organic reaction: reactants, conditions, products, and yield Starting materials: CC1=CC=C(C(=O)Cl)C=C1 (4-methylbenzoyl chloride), BrC1C(OCC1)=O (3-bromo-2-oxooxolane), C(C1=CC=CC=C1)N (benzylamine), C([O-])([O-])=O.[K+].[K+] (potassium carbonate). Run in O (water), C(C)(=O)OCC (ethyl acetate), C(C)#N (acetonitrile). Run at temperature 70 celsius, time 30 minute. Yields the product C(C1=CC=CC=C1)N(C(C1=CC=C(C=C1)C)=O)C1C(OCC1)=O (N-benzyl-4-methyl-N-(2-oxooxolan-3-yl)benzamide). RXN SMILES: Br[CH:2]1[CH2:6][CH2:5][O:4][C:3]1=[O:7].[CH2:8]([NH2:15])[C:9]1[CH:14]=[CH:13][CH:12]=[CH:11][CH:10]=1.C(=O)([O-])[O-].[K+].[K+].[CH3:22][C:23]1[CH:31]=[CH:30][C:26]([C:27](Cl)=[O:28])=[CH:25][CH:24]=1>O.C(OCC)(=O)C.C(#N)C>[CH2:8]([N:15]([CH:2]1[CH2:6][CH2:5][O:4][C:3]1=[O:7])[C:27](=[O:28])[C:26]1[CH:30]=[CH:31][C:23]([CH3:22])=[CH:24][CH:25]=1)[C:9]1[CH:14]=[CH:13][CH:12]=[CH:11][CH:10]=1 |f:2.3.4|. Procedure: A mixture of 10 g of 3-bromo-2-oxooxolane, 6.6 g of benzylamine, 21 g of potassium carbonate and 200 mL of acetonitrile was stirred at 70° C. for 1 hour 30 minutes. Thereafter, 7.9 mL of 4-methylbenzoyl chloride was added dropwise to the reaction mixture at a temperature of 5° C. to 10° C., and the obtained mixture was then stirred at room temperature for 2 hours. Thereafter, 400 mL of ethyl acetate and 200 mL of water were added to the reaction mixture. The organic layer was fractionated. The o...